The task is: describe an organic reaction: reactants, conditions, products, and yield. This data is from the Open Reaction Database (ORD), a public repository of structured organic reaction records. Reactants: O1C(=CC=C1)C=1OC(=C(N1)COC1=C(C=C(C=C1)CCC[C@@H](C(=O)OC(C)C)O)OC)C (Isopropyl (S)-(-)-5-[4-[2-(2-furyl)-5-methyl-4-oxazolylmethoxy]-3-methoxyphenyl]-2-hydroxypentanoate), O (water). Conditions: time 10 hour. RXN SMILES: [O:1]1[CH:5]=[CH:4][CH:3]=[C:2]1[C:6]1[O:7][C:8]([CH3:32])=[C:9]([CH2:11][O:12][C:13]2[CH:18]=[CH:17][C:16]([CH2:19][CH2:20][CH2:21][C@H:22]([OH:29])[C:23]([O:25][CH:26](C)C)=[O:24])=[CH:15][C:14]=2[O:30][CH3:31])[N:10]=1.O>Cl>[O:1]1[CH:5]=[CH:4][CH:3]=[C:2]1[C:6]1[O:7][C:8]([CH3:32])=[C:9]([CH2:11][O:12][C:13]2[CH:18]=[CH:17][C:16]([CH2:19][CH2:20][CH2:21][C@H:22]([OH:29])[C:23]([O:25][CH3:26])=[O:24])=[CH:15][C:14]=2[O:30][CH3:31])[N:10]=1. The product is O1C(=CC=C1)C=1OC(=C(N1)COC1=C(C=C(C=C1)CCC[C@@H](C(=O)OC)O)OC)C (methyl (S)-(+)-5-[4-[2-(2-furyl)-5-methyl-4-oxazolylmethoxy]-3-methoxyphenyl]-2-hydroxypentanoate). Procedure details: Isopropyl (S)-(-)-5-[4-[2-(2-furyl)-5-methyl-4-oxazolylmethoxy]-3-methoxyphenyl]-2-hydroxypentanoate (3.55 g) was dissolved in methanolic HCl (5%, 100 ml). The solution was stirred for 10 hours at room temperature, which was poured into water, followed by extraction with ethyl acetate. The ethyl acetate layer was washed with water, dried (MgSO4) and concentrated. The residue was subjected to column chromatography on silica gel. From the fraction eluted with ethyl acetate-hexane (1:1), was obtain... The yield is 91.1%. Solvent: Cl (HCl). Starting materials: Cc1cc(-c2ccc(Cl)c(Cl)c2)nc(-n2cnc(-c3ccc(S(=O)(=O)NC(C)(C)C)cc3)c2)n1, ClCCl, O=C(O)C(F)(F)F. Yields the product Cc1cc(-c2ccc(Cl)c(Cl)c2)nc(-n2cnc(-c3ccc(S(N)(=O)=O)cc3)c2)n1. Reaction SMILES: [C:1]([CH3:2])([CH3:3])([CH3:4])[NH:5][S:6](=[O:7])(=[O:8])[c:9]1[cH:10][cH:11][c:12](-[c:15]2[n:16][cH:17][n:18](-[c:20]3[n:21][c:22](-[c:27]4[cH:28][c:29]([Cl:34])[c:30]([Cl:33])[cH:31][cH:32]4)[cH:23][c:24]([CH3:26])[n:25]3)[cH:19]2)[cH:13][cH:14]1.[Cl:42][CH2:43][Cl:44].[F:35][C:36]([F:37])([F:38])[C:39]([OH:40])=[O:41]>>[NH2:5][S:6](=[O:7])(=[O:8])[c:9]1[cH:10][cH:11][c:12](-[c:15]2[n:16][cH:17][n:18](-[c:20]3[n:21][c:22](-[c:27]4[cH:28][c:29]([Cl:34])[c:30]([Cl:33])[cH:31][cH:32]4)[cH:23][c:24]([CH3:26])[n:25]3)[cH:19]2)[cH:13][cH:14]1. As a reaction SMILES: [CH2:1]([c:2]1[cH:3][cH:4][cH:5][cH:6][cH:7]1)[N:8]1[CH2:9][CH:10]([CH2:14][N:15]2[c:16]3[c:17]([cH:26][cH:27][cH:28][cH:29]3)[CH2:18][CH2:19][c:20]3[c:21]2[cH:22][cH:23][cH:24][cH:25]3)[O:11][CH2:12][CH2:13]1.[Cl:30][C:31](=[O:32])[O:33][CH2:34][CH3:35].[Na+:37].[OH-:36].[cH:38]1[cH:39][cH:40][cH:41][cH:42][cH:43]1>>[N:8]1([C:31](=[O:32])[O:33][CH2:34][CH3:35])[CH2:9][CH:10]([CH2:14][N:15]2[c:16]3[c:17]([cH:26][cH:27][cH:28][cH:29]3)[CH2:18][CH2:19][c:20]3[c:21]2[cH:22][cH:23][cH:24][cH:25]3)[O:11][CH2:12][CH2:13]1. The reactants are c1ccc(CN2CCOC(CN3c4ccccc4CCc4ccccc43)C2)cc1, CCOC(=O)Cl, [Na+], [OH-], c1ccccc1. The product is CCOC(=O)N1CCOC(CN2c3ccccc3CCc3ccccc32)C1. Starting materials: C([O-])(O)=O.[Na+] (sodium bicarbonate), Cl (hydrochloric acid), aqueous solution, C(C)(C)(C)OC(=O)N1C[C@H]([C@@H](CC1)N)C(=O)N1C[C@@H](CCC1)CC1=CC=C(C=C1)F ((3R,4R)-4-amino-3-[(S)-3-(4-fluoro-benzyl)-piperidine-1-carbonyl]-piperidine-1-carboxylic acid t-butyl ester). Run in B (borane), solution, O1CCCC1 (tetrahydrofuran). Reaction conditions: time 19 hour. Yields the product C(C)(C)(C)OC(=O)N1C[C@H]([C@@H](CC1)N)CN1C[C@@H](CCC1)CC1=CC=C(C=C1)F ((3R,4R)-4-amino-3-[(S)-3-(4-fluoro-benzyl)-piperidin-1-ylmethyl]-piperidine-1-carboxylic acid t-butyl ester). The yield is 76.9%. RXN SMILES: [C:1]([O:5][C:6]([N:8]1[CH2:13][CH2:12][C@@H:11]([NH2:14])[C@H:10]([C:15]([N:17]2[CH2:22][CH2:21][CH2:20][C@@H:19]([CH2:23][C:24]3[CH:29]=[CH:28][C:27]([F:30])=[CH:26][CH:25]=3)[CH2:18]2)=O)[CH2:9]1)=[O:7])([CH3:4])([CH3:3])[CH3:2].Cl.C(=O)(O)[O-].[Na+]>B.O1CCCC1>[C:1]([O:5][C:6]([N:8]1[CH2:13][CH2:12][C@@H:11]([NH2:14])[C@H:10]([CH2:15][N:17]2[CH2:22][CH2:21][CH2:20][C@@H:19]([CH2:23][C:24]3[CH:29]=[CH:28][C:27]([F:30])=[CH:26][CH:25]=3)[CH2:18]2)[CH2:9]1)=[O:7])([CH3:4])([CH3:2])[CH3:3] |f:2.3|. Procedure details: In a dry flask (3R,4R)-4-amino-3-[(S)-3-(4-fluoro-benzyl)-piperidine-1-carbonyl]-piperidine-1-carboxylic acid t-butyl ester (500 mg, 1.19 mmol) was dissolved in borane (50 mL of a 1M solution in tetrahydrofuran, 50 mmol). The reaction was stirred 19 hours. The reaction was poured into hydrochloric acid (70 mL of a 1M aqueous solution) and stirred vigorously for 4 hours. The reaction mixture was neutralized with saturated aqueous sodium bicarbonate. The layers were separated and the aqueous layer... Starting materials: BrC(C(=O)OCC)CCCCC1CCN(CC1)C(=O)OC(C)(C)C (ethyl 2-bromo-6-(1-t-butoxycarbonyl4-piperidyl)hexanoate), N[C@@H]1C(N(C[C@H](CC1)C1=CC=CC=C1)CC(=O)OC(C)(C)C)=O (t-butyl rel-α-[3(S)amino-2-oxo-6(R)-phenylperhydroazepin-1-yl]acetate), [I-].[Na+] (sodium iodide), C([O-])([O-])=O.[Na+].[Na+] (sodium carbonate). Run in O (water), C(C)(=O)OCC (Ethyl acetate), CN(C=O)C (dimethylformamide). Run at time 3 day. Product: C(C)(C)(C)OC(=O)N1CCC(CC1)CCCCC(C(=O)OCC)N[C@@H]1C(N(C[C@H](CC1)C1=CC=CC=C1)CC(=O)OC(C)(C)C)=O (t-Butyl rel-α-{3(S)-[5-(1-t-butoxycarbonyl-4piperidyl)-1-ethoxycarbonylpentylamino]-2-oxo-6(R)phenylperhydroazepin-1-yl}acetate). Reaction SMILES: Br[CH:2]([CH2:8][CH2:9][CH2:10][CH2:11][CH:12]1[CH2:17][CH2:16][N:15]([C:18]([O:20][C:21]([CH3:24])([CH3:23])[CH3:22])=[O:19])[CH2:14][CH2:13]1)[C:3]([O:5][CH2:6][CH3:7])=[O:4].[NH2:25][C@H:26]1[CH2:32][CH2:31][C@H:30]([C:33]2[CH:38]=[CH:37][CH:36]=[CH:35][CH:34]=2)[CH2:29][N:28]([CH2:39][C:40]([O:42][C:43]([CH3:46])([CH3:45])[CH3:44])=[O:41])[C:27]1=[O:47].[I-].[Na+].C(=O)([O-])[O-].[Na+].[Na+]>O.C(OCC)(=O)C.CN(C)C=O>[C:21]([O:20][C:18]([N:15]1[CH2:16][CH2:17][CH:12]([CH2:11][CH2:10][CH2:9][CH2:8][CH:2]([NH:25][C@H:26]2[CH2:32][CH2:31][C@H:30]([C:33]3[CH:38]=[CH:37][CH:36]=[CH:35][CH:34]=3)[CH2:29][N:28]([CH2:39][C:40]([O:42][C:43]([CH3:45])([CH3:44])[CH3:46])=[O:41])[C:27]2=[O:47])[C:3]([O:5][CH2:6][CH3:7])=[O:4])[CH2:13][CH2:14]1)=[O:19])([CH3:24])([CH3:23])[CH3:22] |f:2.3,4.5.6|. Reported procedure: 1.08 g of ethyl 2-bromo-6-(1-t-butoxycarbonyl4-piperidyl)hexanoate, 0.85 g of t-butyl rel-α-[3(S)amino-2-oxo-6(R)-phenylperhydroazepin-1-yl]acetate, 0.4 g of sodium iodide and 1.4 g of sodium carbonate were added to 15 ml of dimethylformamide, and the mixture was stirred at room temperature for 3 days. Ethyl acetate and water were then added to the reaction mixture, and, after stirring, the ethyl acetate layer was separated, washed with an aquous sodium chloride solution, and dried over anhydrou... The reactants are NC=1C(=C(C(=C(C1I)COC(C)=O)I)COC(C)=O)I (5-Amino-2,4,6-triiodo-1,3-di-(acetoxymethyl)benzene), C(C)(=O)OC(C(=O)Cl)C(COC(C)=O)OC(C)=O (2,3,4-Triacetoxybutyryl chloride). The solvent is CC(=O)N(C)C (dimethylacetamide). Run at time 20 hour. The product is C(C)(=O)OC(C(=O)NC=1C(=C(C(=C(C1I)COC(C)=O)I)COC(C)=O)I)C(COC(C)=O)OC(C)=O (5-(2,3,4-Triacetoxybutanoylamino)-2,4,6-triiodo-1,3-di-(acetoxymethyl)-benzene). The yield is 78.8%. Reaction SMILES: [NH2:1][C:2]1[C:3]([I:20])=[C:4]([CH2:15][O:16][C:17](=[O:19])[CH3:18])[C:5]([I:14])=[C:6]([CH2:9][O:10][C:11](=[O:13])[CH3:12])[C:7]=1[I:8].[C:21]([O:24][CH:25]([CH:29]([O:35][C:36](=[O:38])[CH3:37])[CH2:30][O:31][C:32](=[O:34])[CH3:33])[C:26](Cl)=[O:27])(=[O:23])[CH3:22]>CC(N(C)C)=O>[C:21]([O:24][CH:25]([CH:29]([O:35][C:36](=[O:38])[CH3:37])[CH2:30][O:31][C:32](=[O:34])[CH3:33])[C:26]([NH:1][C:2]1[C:7]([I:8])=[C:6]([CH2:9][O:10][C:11](=[O:13])[CH3:12])[C:5]([I:14])=[C:4]([CH2:15][O:16][C:17](=[O:19])[CH3:18])[C:3]=1[I:20])=[O:27])(=[O:23])[CH3:22]. Procedure: 5-Amino-2,4,6-triiodo-1,3-di-(acetoxymethyl)benzene (2.0 g, 3.25 mmol) was dissolved in dimethylacetamide (4 ml) at room temperature. 2,3,4-Triacetoxybutyryl chloride (7.4 g, 26.4 mmol) was added and the mixture was stirred for 20 h. The work up was carried out as in Example 24i. A white crystalline product 2.2 g (79%), was isolated. Starting materials: CN1C(=CC=C1C(C1=CC=CC=C1)=O)C(=O)OC (Methyl 1-methyl-5-benzoylpyrrole-2-carboxylate), [OH-].[Na+] (sodium hydroxide). The solvent is CO (methanol). Yields the product CN1C(=CC=C1C(C1=CC=CC=C1)=O)C(=O)O (1-Methyl-5-benzoylpyrrole-2-carboxylic Acid). Reaction SMILES: [CH3:1][N:2]1[C:6]([C:7](=[O:14])[C:8]2[CH:13]=[CH:12][CH:11]=[CH:10][CH:9]=2)=[CH:5][CH:4]=[C:3]1[C:15]([O:17]C)=[O:16].[OH-].[Na+]>CO>[CH3:1][N:2]1[C:6]([C:7](=[O:14])[C:8]2[CH:13]=[CH:12][CH:11]=[CH:10][CH:9]=2)=[CH:5][CH:4]=[C:3]1[C:15]([OH:17])=[O:16] |f:1.2|. Procedure details: Methyl 1-methyl-5-benzoylpyrrole-2-carboxylate (0.78 g.) was heated on a steam bath for 1 hour with 40 ml. of 1 N sodium hydroxide and 20 ml. of methanol. The reaction mixture was cooled to room temperature, extracted with ether, made acid with conc. hydrochloric acid and 1-methyl-5-benzoylpyrrole-2-carboxylic acid recovered by filtration (0.47 g., m.p. 178°-181° C.). Recrystallization from acetone/hexane afforded product for analysis (0.34 g., m.p. 178°-180° C.).